Dataset: the Open Reaction Database (ORD), a public repository of structured organic reaction records. Task: describe an organic reaction: reactants, conditions, products, and yield The reactants are OC1CC(OCc2ccccc2)OC(CBr)C1O, CCCC[SnH](CCCC)CCCC, Cc1ccccc1. Yields the product CC1OC(OCc2ccccc2)CC(O)C1O. RXN SMILES: [Br:14][CH2:15][CH:16]1[CH:17]([OH:31])[CH:18]([OH:30])[CH2:19][CH:20]([O:21][CH2:22][c:23]2[cH:24][cH:25][cH:26][cH:27][cH:28]2)[O:29]1.[CH3:1][CH2:2][CH2:3][CH2:4][SnH:5]([CH2:6][CH2:7][CH2:8][CH3:9])[CH2:10][CH2:11][CH2:12][CH3:13].[CH3:32][c:33]1[cH:34][cH:35][cH:36][cH:37][cH:38]1>>[CH3:15][CH:16]1[CH:17]([OH:31])[CH:18]([OH:30])[CH2:19][CH:20]([O:21][CH2:22][c:23]2[cH:24][cH:25][cH:26][cH:27][cH:28]2)[O:29]1. The reactants are CC=1N=CC(=NC1)N1C[C@@H]2CCNC[C@H]12 ((1R,6S)-8-(5-methylpyrazin-2-yl)-3,8-diazabicyclo[4.2.0]octane), FC=1C=CC(=C(C(=O)O)C1)N1N=CC=N1 (5-fluoro-2-[1,2,3]triazol-2-yl-benzoic acid), S1C(=CC=C1)C1=C(C(=O)O)C=CC=C1 (2-thiophen-2-yl-benzoic acid), CC1=NC(=NC(=C1)C)N1C[C@@H]2CCNC[C@H]12 ((1R,6S)8-(4,6-dimethyl-pyrimidin-2-yl)-3,8-diaza-bicyclo[4.2.0]octane), FC=1C=CC(=C(C(=O)O)C1)N1N=CC=N1 (5-fluoro-2-[1,2,3]triazol-2-yl-benzoic acid). Run in C(Cl)Cl (DCM). The product is FC=1C=CC(=C(C1)C(=O)N1C[C@@H]2N(C[C@@H]2CC1)C1=NC=C(N=C1)C)N1N=CC=N1 ((1R,6S)-3-{[5-Fluoro-2-(2H-1,2,3-triazol-2-yl)phenyl]carbonyl}-8-(5-methylpyrazin-2-yl)-3,8-diazabicyclo[4.2.0]octane). Reaction SMILES: [CH3:1][C:2]1[N:3]=[CH:4][C:5]([N:8]2[C@@H:15]3[C@@H:10]([CH2:11][CH2:12][NH:13][CH2:14]3)[CH2:9]2)=[N:6][CH:7]=1.CC1C=C(C)N=C(N2[C@@H]3[C@@H](CCNC3)C2)N=1.[F:32][C:33]1[CH:34]=[CH:35][C:36]([N:42]2[N:46]=[CH:45][CH:44]=[N:43]2)=[C:37]([CH:41]=1)[C:38](O)=[O:39].S1C=CC=C1C1C=CC=CC=1C(O)=O>C(Cl)Cl>[F:32][C:33]1[CH:34]=[CH:35][C:36]([N:42]2[N:46]=[CH:45][CH:44]=[N:43]2)=[C:37]([C:38]([N:13]2[CH2:12][CH2:11][C@@H:10]3[C@@H:15]([N:8]([C:5]4[CH:4]=[N:3][C:2]([CH3:1])=[CH:7][N:6]=4)[CH2:9]3)[CH2:14]2)=[O:39])[CH:41]=1. Procedure: The title compound was prepared in a manner analogous to Example 1, substituting (1R,6S)-8-(5-methylpyrazin-2-yl)-3,8-diazabicyclo[4.2.0]octane (Intermediate 29) for (1R,6S)8-(4,6-dimethyl-pyrimidin-2-yl)-3,8-diaza-bicyclo[4.2.0]octane and 5-fluoro-2-[1,2,3]triazol-2-yl-benzoic acid (Intermediate 13) for 2-thiophen-2-yl-benzoic acid. DCM was used in place of DMF. MS (ESI) mass calcd. For C20H20FN7O, 393.43; m/z found 394.1 [M+H]+. 1H NMR (CD3OD): 8.06-7.72 (m, 4H), 7.61-7.47 (m, 1H), 7.41-6.53 (... Reactants: B, Cc1c(-c2ccc(F)cc2)nnc(N2CCN(Cc3ccccc3)C(=O)C2C)c1C, C1CCOC1, C1COCCO1, CSC, CO, Cl. The product is Cc1c(-c2ccc(F)cc2)nnc(N2CCN(Cc3ccccc3)CC2C)c1C. RXN SMILES: [BH3:34].[CH2:1]([c:2]1[cH:3][cH:4][cH:5][cH:6][cH:7]1)[N:8]1[C:9](=[O:30])[CH:10]([CH3:29])[N:11]([c:14]2[n:15][n:16][c:17](-[c:22]3[cH:23][cH:24][c:25]([F:28])[cH:26][cH:27]3)[c:18]([CH3:21])[c:19]2[CH3:20])[CH2:12][CH2:13]1.[CH2:38]1[O:39][CH2:40][CH2:41][CH2:42]1.[CH2:43]1[O:44][CH2:45][CH2:46][O:47][CH2:48]1.[CH3:31][S:32][CH3:33].[CH3:35][OH:36].[ClH:37]>>[CH2:1]([c:2]1[cH:3][cH:4][cH:5][cH:6][cH:7]1)[N:8]1[CH2:9][CH:10]([CH3:29])[N:11]([c:14]2[n:15][n:16][c:17](-[c:22]3[cH:23][cH:24][c:25]([F:28])[cH:26][cH:27]3)[c:18]([CH3:21])[c:19]2[CH3:20])[CH2:12][CH2:13]1. The reactants are COC(C[C@@H]1COC2=C1C=CC(=C2)O[C@@H]2CCC1=C(C(=CC=C21)C(F)(F)F)Br)=O ({(S)-6-[(R)-4-bromo-5-trifluoromethyl-indan-1-yloxy]-2,3-dihydro-benzofuran-3-yl}-acetic acid methyl ester), [Cl-].FC1=CC=C(C[Zn+])C=C1 (4-fluoro-benzylzinc chloride), Intermediate 1. The reagents and catalysts are C(C)(C)C1=C(C(=CC=C1)C(C)C)N1C(N(C=C1)C1=C(C=CC=C1C(C)C)C(C)C)=[Pd-3](C1=NC=CC=C1Cl)(Cl)Cl ([1,3-bis(2,6-diisopropylphenyl)imidazol-2-ylidene]-(3-chloropyridyl)-palladium(II) dichloride). Yields the product COC(C[C@@H]1COC2=C1C=CC(=C2)O[C@@H]2CCC1=C(C(=CC=C21)C(F)(F)F)CC2=CC=C(C=C2)F)=O ({(S)-6-[(R)-4-(4-Fluoro-benzyl)-5-trifluoromethyl-indan-1-yloxy]-2,3-dihydro-benzofuran-3-yl}-acetic acid methyl ester). RXN SMILES: [CH3:1][O:2][C:3](=[O:29])[CH2:4][C@H:5]1[C:9]2[CH:10]=[CH:11][C:12]([O:14][C@H:15]3[C:23]4[C:18](=[C:19](Br)[C:20]([C:24]([F:27])([F:26])[F:25])=[CH:21][CH:22]=4)[CH2:17][CH2:16]3)=[CH:13][C:8]=2[O:7][CH2:6]1.[Cl-].[F:31][C:32]1[CH:39]=[CH:38][C:35]([CH2:36][Zn+])=[CH:34][CH:33]=1>C(C1C=CC=C(C(C)C)C=1N1C=CN(C2C(C(C)C)=CC=CC=2C(C)C)C1=[Pd-3](Cl)(Cl)C1C(Cl)=CC=CN=1)(C)C>[CH3:1][O:2][C:3](=[O:29])[CH2:4][C@H:5]1[C:9]2[CH:10]=[CH:11][C:12]([O:14][C@H:15]3[C:23]4[C:18](=[C:19]([CH2:36][C:35]5[CH:38]=[CH:39][C:32]([F:31])=[CH:33][CH:34]=5)[C:20]([C:24]([F:27])([F:26])[F:25])=[CH:21][CH:22]=4)[CH2:17][CH2:16]3)=[CH:13][C:8]=2[O:7][CH2:6]1 |f:1.2|. Procedure: The title compound is prepared from {(S)-6-[(R)-4-bromo-5-trifluoromethyl-indan-1-yloxy]-2,3-dihydro-benzofuran-3-yl}-acetic acid methyl ester and 4-fluoro-benzylzinc chloride following a procedure analogous to that described in Step 6 of Intermediate 1; [1,3-bis(2,6-diisopropylphenyl)imidazol-2-ylidene]-(3-chloropyridyl)-palladium(II) dichloride (Pd-PEPPSI-IPr) is used as catalyst. LC (method 6): tR=1.28 min; Mass spectrum (ESI+): m/z=501 [M+H]+. The reactants are Br, O=C([O-])[O-], CN(C)C=O, [K+], [K+], N#Cc1ccc(O)cc1, BrCc1ccccn1. Product: N#Cc1ccc(OCc2ccccn2)cc1. As a reaction SMILES: [BrH:16].[C:10](=[O:11])([O-:12])[O-:13].[CH:25]([N:26]([CH3:27])[CH3:28])=[O:29].[K+:14].[K+:15].[OH:1][c:2]1[cH:3][cH:4][c:5]([C:8]#[N:9])[cH:6][cH:7]1.[c:17]1([CH2:23][Br:24])[cH:18][cH:19][cH:20][cH:21][n:22]1>>[O:1]([c:2]1[cH:3][cH:4][c:5]([C:8]#[N:9])[cH:6][cH:7]1)[CH2:23][c:17]1[cH:18][cH:19][cH:20][cH:21][n:22]1. The reactants are Fc1ccc(Br)c(Cl)c1, O=S(=O)(O)Cl. The product is O=S(=O)(Cl)c1cc(Br)c(Cl)cc1F. Reaction SMILES: [Br:1][c:2]1[c:3]([Cl:9])[cH:4][c:5]([F:8])[cH:6][cH:7]1.[Cl:10][S:11](=[O:12])(=[O:13])[OH:14]>>[Br:1][c:2]1[c:3]([Cl:9])[cH:4][c:5]([F:8])[c:6]([S:11]([Cl:10])(=[O:12])=[O:13])[cH:7]1. Reactants: ClC=1N=C(C2=C(N1)SC(=N2)C=O)N2CCOCC2 (5 -chloro-7-morpholin-4-ylthiazolo [5,4-d]pyrimidine-2-carbaldehyde), O1CC(C1)C1CCNCC1 (4-oxetan-3-ylpiperidine), C(C)(=O)O[BH-](OC(C)=O)OC(C)=O.[Na+] (Sodium triacetoxyborohydride). The solvent is ClCCCl (DCE). Conditions: time 6 hour. Product: ClC=1N=C(C2=C(N1)SC(=N2)CN2CCC(CC2)C2COC2)N2CCOCC2 (4-(5-chloro-2-((4-(oxetan-3-yl)piperidin-1-yl)methyl)thiazolo[5,4-d]pyrimidin-7-yl)morpholine). Yield: 23.1%. As a reaction SMILES: [Cl:1][C:2]1[N:3]=[C:4]([N:13]2[CH2:18][CH2:17][O:16][CH2:15][CH2:14]2)[C:5]2[N:10]=[C:9]([CH:11]=O)[S:8][C:6]=2[N:7]=1.[O:19]1[CH2:22][CH:21]([CH:23]2[CH2:28][CH2:27][NH:26][CH2:25][CH2:24]2)[CH2:20]1.C(O[BH-](OC(=O)C)OC(=O)C)(=O)C.[Na+]>ClCCCl>[Cl:1][C:2]1[N:3]=[C:4]([N:13]2[CH2:18][CH2:17][O:16][CH2:15][CH2:14]2)[C:5]2[N:10]=[C:9]([CH2:11][N:26]3[CH2:27][CH2:28][CH:23]([CH:21]4[CH2:22][O:19][CH2:20]4)[CH2:24][CH2:25]3)[S:8][C:6]=2[N:7]=1 |f:2.3|. Procedure details: A solution of 5 -chloro-7-morpholin-4-ylthiazolo [5,4-d]pyrimidine-2-carbaldehyde (1.0 g, 3.52 mmol), 4-oxetan-3-ylpiperidine (536 mg, 4.23 mmol) and molecular sieves (4 Å, powdered, 6.56 g) in DCE (30 mL) was stirred at ambient temperature for 4 h. Sodium triacetoxyborohydride (1.49 g, 7.05 mmol) was added and the mixture stirred for 6 h, then filtered through a pad of Celite® and the filtrate was concentrated in vacuo. The resultant residue was purified by flash chromatography (Si—PPC, DCM:MeO...